Dataset: the Open Reaction Database (ORD), a public repository of structured organic reaction records. Task: describe an organic reaction: reactants, conditions, products, and yield Reactants: C(C)OC(=O)C1=C(C2=C(N=NC=C2)O1)O (5-hydroxyfuro[2,3-c]pyridazine-6-carboxylic acid ethyl ester), C(C)OC(C1=C(C(=NC=C1)C)Cl)=O (3-chloro-2-methylisonicotinic acid ethyl ester). Product: C(C)OC(=O)C1=C(C=2C(=C(N=CC2)C)O1)O (3-hydroxy-7-methylfuro[2,3-c]pyridine-2-carboxylic acid ethyl ester). As a reaction SMILES: [CH2:1]([O:3][C:4]([C:6]1[O:14][C:9]2N=[N:11][CH:12]=[CH:13][C:8]=2[C:7]=1[OH:15])=[O:5])[CH3:2].[CH2:16](OC(=O)C1C=CN=C(C)C=1Cl)[CH3:17]>>[CH2:1]([O:3][C:4]([C:6]1[O:14][C:9]2=[C:16]([CH3:17])[N:11]=[CH:12][CH:13]=[C:8]2[C:7]=1[OH:15])=[O:5])[CH3:2]. Reported procedure: This compound was prepared using a method analogous to that of 5-hydroxyfuro[2,3-c]pyridazine-6-carboxylic acid ethyl ester (A.2.3.1), 3-chloro-2-methylisonicotinic acid ethyl ester replacing 3-chloropyridazine-4-carboxylic acid ethyl ester. Purification by CC (KP-SIL™ from Biotage) using EtOAc/MeOH (8/2) gives the desired product as brown solid; The reactants are C(C=C)N(C)CCCCOC=1C=C2C(=C(NC2=CC1)C)C (Allyl-[4-(2,3-dimethyl-1H-indol-5-yloxy)-butyl]-methyl-amine), FC1=CC=C(C=C1)C(F)(F)F (1-Fluoro-4-trifluoromethyl-benzene). Product: C(C=C)N(C)CCCCOC=1C=C2C(=C(N(C2=CC1)C1=CC=C(C=C1)C(F)(F)F)C)C (Allyl-{4-[2,3-dimethyl -1-(4-trifluoromethyl-phenyl)-1H-indol-5-yloxy]-butyl}-methyl-amine). Reaction SMILES: [CH2:1]([N:4]([CH2:6][CH2:7][CH2:8][CH2:9][O:10][C:11]1[CH:12]=[C:13]2[C:17](=[CH:18][CH:19]=1)[NH:16][C:15]([CH3:20])=[C:14]2[CH3:21])[CH3:5])[CH:2]=[CH2:3].F[C:23]1[CH:28]=[CH:27][C:26]([C:29]([F:32])([F:31])[F:30])=[CH:25][CH:24]=1>>[CH2:1]([N:4]([CH2:6][CH2:7][CH2:8][CH2:9][O:10][C:11]1[CH:12]=[C:13]2[C:17](=[CH:18][CH:19]=1)[N:16]([C:23]1[CH:28]=[CH:27][C:26]([C:29]([F:32])([F:31])[F:30])=[CH:25][CH:24]=1)[C:15]([CH3:20])=[C:14]2[CH3:21])[CH3:5])[CH:2]=[CH2:3]. Procedure: In analogy to example 9.1, Allyl-[4-(2,3-dimethyl-1H-indol-5-yloxy)-butyl]-methyl-amine and 1-Fluoro-4-trifluoromethyl-benzene were converted to yield Allyl-{4-[2,3-dimethyl -1-(4-trifluoromethyl-phenyl)-1H-indol-5-yloxy]-butyl}-methyl-amine as yellow oil, MS: 431 (MH+). Starting materials: CN, CO, COC1=C(N=O)C(=O)NC1=Cc1ccccc1. The product is CNC1=C(N=O)C(=O)NC1=Cc1ccccc1. As a reaction SMILES: [CH3:18][NH2:19].[CH3:20][OH:21].[CH:1]([c:2]1[cH:3][cH:4][cH:5][cH:6][cH:7]1)=[C:8]1[C:9]([O:16][CH3:17])=[C:10]([N:14]=[O:15])[C:11](=[O:13])[NH:12]1>>[CH:1]([c:2]1[cH:3][cH:4][cH:5][cH:6][cH:7]1)=[C:8]1[C:9]([NH:19][CH3:18])=[C:10]([N:14]=[O:15])[C:11](=[O:13])[NH:12]1. The reactants are CN(C)P(=O)(N(C)C)N(C)C, Cl, O=C(Nc1ccccc1F)Oc1ccccc1, [Na], O=C1Cc2ccccc2S1, O. The product is O=C(Nc1ccccc1F)C1C(=O)Sc2ccccc21. As a reaction SMILES: [CH3:30][N:31]([CH3:32])[P:33](=[O:34])([N:35]([CH3:36])[CH3:37])[N:38]([CH3:39])[CH3:40].[ClH:29].[F:12][c:13]1[c:14]([NH:19][C:20]([O:21][c:23]2[cH:24][cH:25][cH:26][cH:27][cH:28]2)=[O:22])[cH:15][cH:16][cH:17][cH:18]1.[Na:11].[O:1]=[C:2]1[CH2:3][c:4]2[c:5]([cH:7][cH:8][cH:9][cH:10]2)[S:6]1.[OH2:41]>>[O:1]=[C:2]1[CH:3]([C:20]([NH:19][c:14]2[c:13]([F:12])[cH:18][cH:17][cH:16][cH:15]2)=[O:21])[c:4]2[c:5]([cH:7][cH:8][cH:9][cH:10]2)[S:6]1. Reactants: CN1CC=2N=C(N=C(C2C1)N1[C@H](COCC1)C)C1=CC=C(C=C1)NC(OC1=CC=CC=C1)=O ((S)-phenyl 4-(6-methyl-4-(3-methylmorpholino)-6,7-dihydro-5H-pyrrolo[3,4-d]pyrimidin-2-yl)phenylcarbamate), CN(CCN)C (N1,N1-dimethylethane-1,2-diamine). Product: CN(CCNC(=O)NC1=CC=C(C=C1)C=1N=C(C2=C(N1)CN(C2)C)N2[C@H](COCC2)C)C ((S)-1-(2-(dimethylamino)ethyl)-3-(4-(6-methyl-4-(3-methylmorpholino)-6,7-dihydro-5H-pyrrolo[3,4-d]pyrimidin-2-yl)phenyl)urea). Reaction SMILES: [CH3:1][N:2]1[CH2:10][C:9]2[C:8]([N:11]3[CH2:16][CH2:15][O:14][CH2:13][C@@H:12]3[CH3:17])=[N:7][C:6]([C:18]3[CH:23]=[CH:22][C:21]([NH:24][C:25](=O)[O:26]C4C=CC=CC=4)=[CH:20][CH:19]=3)=[N:5][C:4]=2[CH2:3]1.[CH3:34][N:35]([CH3:39])[CH2:36][CH2:37][NH2:38]>>[CH3:34][N:35]([CH3:39])[CH2:36][CH2:37][NH:38][C:25]([NH:24][C:21]1[CH:22]=[CH:23][C:18]([C:6]2[N:7]=[C:8]([N:11]3[CH2:16][CH2:15][O:14][CH2:13][C@@H:12]3[CH3:17])[C:9]3[CH2:10][N:2]([CH3:1])[CH2:3][C:4]=3[N:5]=2)=[CH:19][CH:20]=1)=[O:26]. Procedure: Method as described for example 51 using intermediate 10 and N1,N1-dimethylethane-1,2-diamine as starting materials. Purified by prep. LCMS (high pH). Reactants: N#Cc1ccc(Br)nc1, [Li]CCCC, O=C1CCC2(CC1)OCCO2, C1CCOC1, CCCCCC, O. The product is N#Cc1ccc(C2(O)CCC3(CC2)OCCO3)nc1. As a reaction SMILES: [Br:1][c:2]1[n:3][cH:4][c:5]([C:6]#[N:7])[cH:8][cH:9]1.[CH2:10]([Li:11])[CH2:12][CH2:13][CH3:14].[CH2:15]1[CH2:16][O:17][C:18]2([CH2:19][CH2:20][C:21](=[O:24])[CH2:22][CH2:23]2)[O:25]1.[CH2:27]1[O:28][CH2:29][CH2:30][CH2:31]1.[CH3:32][CH2:33][CH2:34][CH2:35][CH2:36][CH3:37].[OH2:26]>>[c:2]1([C:21]2([OH:24])[CH2:20][CH2:19][C:18]3([O:17][CH2:16][CH2:15][O:25]3)[CH2:23][CH2:22]2)[n:3][cH:4][c:5]([C:6]#[N:7])[cH:8][cH:9]1.